Dataset: the Open Reaction Database (ORD), a public repository of structured organic reaction records. Task: describe an organic reaction: reactants, conditions, products, and yield Reactants: COc1cc2c(cc1OC)-c1cc(=O)[nH]c(=O)n1CC2, CI, CN(C)C=O, [H-], [Na+]. The product is COc1cc2c(cc1OC)-c1cc(=O)n(C)c(=O)n1CC2. RXN SMILES: [CH3:1][O:2][c:3]1[cH:4][c:5]2[c:10]([cH:11][c:12]1[O:13][CH3:14])-[c:9]1[n:8]([c:18](=[O:19])[nH:17][c:16](=[O:20])[cH:15]1)[CH2:7][CH2:6]2.[CH3:23][I:24].[CH3:25][N:26]([CH3:27])[CH:28]=[O:29].[H-:21].[Na+:22]>>[CH3:1][O:2][c:3]1[cH:4][c:5]2[c:10]([cH:11][c:12]1[O:13][CH3:14])-[c:9]1[n:8]([c:18](=[O:19])[n:17]([CH3:23])[c:16](=[O:20])[cH:15]1)[CH2:7][CH2:6]2. Starting materials: C(C#CCC)O (2-pentyn-1-ol), C1(=CC=C(C=C1)S(=O)(=O)Cl)C (p-toluenesulfonyl chloride), [OH-].[K+] (KOH). Run in [Cl-].[Na+].O (brine), C1CCOC1 (THF). Reaction conditions: temperature -10 celsius, time 1.5 hour. Yields the product C1(=CC=C(C=C1)S(=O)(=O)OCC#CCC)C (2-pentyn-1-yl p-toluenesulfonate). Yield: 76.4%. RXN SMILES: [CH2:1]([OH:6])[C:2]#[C:3][CH2:4][CH3:5].[C:7]1([CH3:17])[CH:12]=[CH:11][C:10]([S:13](Cl)(=[O:15])=[O:14])=[CH:9][CH:8]=1.[OH-].[K+]>C1COCC1.[Cl-].[Na+].O>[C:7]1([CH3:17])[CH:12]=[CH:11][C:10]([S:13]([O:6][CH2:1][C:2]#[C:3][CH2:4][CH3:5])(=[O:15])=[O:14])=[CH:9][CH:8]=1 |f:2.3,5.6.7|. Reported procedure: A solution of 2-pentyn-1-ol (8.40 g, 100 mmol) in THF (60 mL) was treated with p-toluenesulfonyl chloride (23.9 g, 125 mmol) at -10° C., followed by pulverized KOH (11.3 g, 200 mmol) without allowing the temperature to exceed -5° C. After 1.5 hours of stirring at -10° C., 50 mL of saturated brine was added and the product extracted into CH2Cl2. The product, 2-pentyn-1-yl p-toluenesulphonate (2), was isolated by flash chromatography (18.17 g 76.4% yield). 1H NMR (200 MHz) δ: 7.81 (d, J=8.4 Hz, 2H...